From a dataset of the Open Reaction Database (ORD), a public repository of structured organic reaction records. describe an organic reaction: reactants, conditions, products, and yield Reactants: Cl (HCl), C(#N)C(C(=O)OC)=C1C(CC(C1)(C)C)C (methyl 2-cyano-2-(2,4,4-trimethylcyclopentylidene)acetate), [Cl-].[Li+] (lithium chloride), CN1C(CCC1)=O (NMP). Solvent: O (water). Reaction conditions: temperature 150 celsius, time 3 hour. The product is CC1(C=C(C(C1)C)CC#N)C (2-(3,3,5-trimethylcyclopent-1-enyl)-acetonitrile). RXN SMILES: [C:1]([C:3](=[C:8]1[CH2:12][C:11]([CH3:14])([CH3:13])[CH2:10][CH:9]1[CH3:15])C(OC)=O)#[N:2].[Cl-].[Li+].CN1CCCC1=O.Cl>O>[CH3:14][C:11]1([CH3:13])[CH2:10][CH:9]([CH3:15])[C:8]([CH2:3][C:1]#[N:2])=[CH:12]1 |f:1.2|. Reported procedure: The methyl 2-cyano-2-(2,4,4-trimethylcyclopentylidene)acetate B is placed in a round-bottomed flask with 2 eq. of lithium chloride in a 98:2 mixture of NMP (N-methylpyrrolidone) and water. The mixture is stirred at 150° C. After 3 hours, the reaction medium is cooled to ambient temperature before being poured onto a 1% HCl solution. Stirring is carried out for a few minutes and then extraction is carried out twice with MTBE (methyl tert-butyl ether). The combined organic phases are washed with a... The reactants are [N+](=O)([O-])C=1C=C2C(CC2C#N)=CC1 (5-nitro-1-cyanobenzocyclobutene), C(C)(=O)O (acetic acid), [H][H] (hydrogen), 2B, C(C)O (ethanol), [H][H] (hydrogen). The reagents and catalysts are [Pd] (palladium on carbon). Solvent: C1(=CC=CC=C1)C (toluene), C(C)N(CC)CC (triethylamine), C(C)(=O)OCC (ethyl acetate). Reaction conditions: time 1 hour. Yields the product NC=1C=C2C(CC2C#N)=CC1 (5-Amino-1-Cyanobenzocyclobutene). The yield is 86.4%. RXN SMILES: [N+:1]([C:4]1[CH:5]=[C:6]2[CH:9]([C:10]#[N:11])[CH2:8][C:7]2=[CH:12][CH:13]=1)([O-])=O.C(O)C.C(O)(=O)C.[H][H]>[Pd].C(N(CC)CC)C.C(OCC)(=O)C.C1(C)C=CC=CC=1>[NH2:1][C:4]1[CH:5]=[C:6]2[CH:9]([C:10]#[N:11])[CH2:8][C:7]2=[CH:12][CH:13]=1. Procedure: Into a 1-liter, three-necked flask equipped with a gas dispersion tube, reflux condenser, rubber septum and nitrogen inlet is placed 7 g (0.04 mole) of 5-nitro-1-cyanobenzocyclobutene and 400 ml of absolute 2B ethanol. The mixture is stirred under nitrogen and heat is applied to dissolve the solid. After adding 2.4 ml of glacial acetic acid and 1.6 g of 5 percent palladium on carbon, hydrogen flow is initiated and the mixture is hydrogenated at atmospheric pressure and ambient temperature. The h... The reactants are C[Mg+].[Br-] (MeMgBr), C1(CCCCC1)OC(CC[C@H](C[C@@H]1N(C(OC1)(C)C)C(=O)OC(C)(C)C)COS(=O)(=O)C1=CC=C(C)C=C1)=O ((S)-tert-butyl 4-((R)-5-(cyclohexyloxy)-5-oxo-2-(tosyloxymethyl)pentyl)-2,2-dimethyloxazolidine-3-carboxylate), C1CCOC1 (THF), C[Mg]Br (Methylmagnesiumbromide), mono-tosylate, mono-tosylate. Conditions: temperature 0 celsius, time 8 hour. Product: CC1(CC[C@@H](CO1)C[C@@H]1N(C(OC1)(C)C)C(=O)OC(C)(C)C)C ((S)-tert-butyl 4-(((R)-6,6-dimethyl-tetrahydro-2H-pyran-3-yl)methyl)-2,2-dimethyloxazolidine-3-carboxylate). Isolated yield 78.0%. Reaction SMILES: C1(OC(=O)[CH2:9][CH2:10][C@@H:11]([CH2:27][O:28]S(C2C=CC(C)=CC=2)(=O)=O)[CH2:12][C@H:13]2[CH2:17][O:16][C:15]([CH3:19])([CH3:18])[N:14]2[C:20]([O:22][C:23]([CH3:26])([CH3:25])[CH3:24])=[O:21])CCCCC1.C[Mg]Br.[CH2:43]1[CH2:47]OC[CH2:44]1>>[CH3:44][C:43]1([CH3:47])[O:28][CH2:27][C@@H:11]([CH2:12][C@H:13]2[CH2:17][O:16][C:15]([CH3:19])([CH3:18])[N:14]2[C:20]([O:22][C:23]([CH3:25])([CH3:26])[CH3:24])=[O:21])[CH2:10][CH2:9]1. Procedure details: The (S)-tert-butyl 4-((R)-5-(cyclohexyloxy)-5-oxo-2-(tosyloxymethyl)pentyl)-2,2-dimethyloxazolidine-3-carboxylate (309 mg, 0.545 mmol, 1.0 equiv) was dissolved in 17 mL of THF and the solution cooled to 0° C. Methylmagnesiumbromide (3.0 M in THF, 1.64 mL, 3.0 equiv) was added via syringe. LC/MS analysis showed ca 15% conversion to the mono-tosylate. An additional 0.55 mL of MeMgBr solution was added and the mixture warmed to ambient and stirred overnight. LC/MS analysis showed complete conversio... Run in C(Cl)(Cl)Cl (chloroform). Starting materials: C1(=CC=CC=C1)P(C1=CC=CC=C1)C1=CC=CC=C1 (triphenylphosphine), ClCC(C)=O (chloroacetone). The yield is 89.9%. RXN SMILES: [C:1]1([P:7]([C:14]2[CH:19]=[CH:18][CH:17]=[CH:16][CH:15]=2)[C:8]2[CH:13]=[CH:12][CH:11]=[CH:10][CH:9]=2)[CH:6]=[CH:5][CH:4]=[CH:3][CH:2]=1.Cl[CH2:21][C:22](=[O:24])[CH3:23]>C(Cl)(Cl)Cl>[C:22]([CH:23]=[P:7]([C:1]1[CH:2]=[CH:3][CH:4]=[CH:5][CH:6]=1)([C:8]1[CH:13]=[CH:12][CH:11]=[CH:10][CH:9]=1)[C:14]1[CH:15]=[CH:16][CH:17]=[CH:18][CH:19]=1)(=[O:24])[CH3:21]. Yields the product C(C)(=O)C=P(C1=CC=CC=C1)(C1=CC=CC=C1)C1=CC=CC=C1 (acetylmethylene triphenylphosphorane). Reported procedure: In a dried flask, 131.15 g (0.5 mole) of triphenylphosphine and 47.2 g (0.51 mole) of chloroacetone were dissolved in 300 ml of chloroform and heated under reflux for 20 hrs. The reaction mixture was cooled to room temperature and the solvent was evaporated under reduced pressure. The residue was added to 1L of water and 5N sodium hydroxide was added to the mixture. Solid substance thus formed was extracted with methylene chloride, and dried using anhydrous magnesium sulfate. The residue where t... The reactants are CC(C)(CO)c1cc(C#N)ccc1O, CCOCC, O, O=S(Cl)Cl, c1ccncc1. Product: CC1(C)COS(=O)Oc2ccc(C#N)cc21. As a reaction SMILES: [C:5](#[N:6])[c:7]1[cH:8][cH:9][c:10]([OH:18])[c:11]([C:13]([CH2:14][OH:15])([CH3:16])[CH3:17])[cH:12]1.[CH3:26][CH2:27][O:28][CH2:29][CH3:30].[OH2:25].[S:1](=[O:2])([Cl:3])[Cl:4].[cH:19]1[cH:20][cH:21][n:22][cH:23][cH:24]1>>[S:1]1(=[O:2])[O:15][CH2:14][C:13]([CH3:16])([CH3:17])[c:11]2[c:10]([cH:9][cH:8][c:7]([C:5]#[N:6])[cH:12]2)[O:18]1.